From a dataset of the Open Reaction Database (ORD), a public repository of structured organic reaction records. describe an organic reaction: reactants, conditions, products, and yield Reactants: CC(=O)Br, COC(=O)Cc1ccc2c(c1)C(O)c1ccccc1CO2, c1ccccc1. Product: COC(=O)Cc1ccc2c(c1)C(Br)c1ccccc1CO2. RXN SMILES: [C:22](=[O:23])([CH3:24])[Br:25].[OH:1][CH:2]1[c:3]2[c:4]([cH:13][cH:14][c:15]([CH2:17][C:18](=[O:19])[O:20][CH3:21])[cH:16]2)[O:5][CH2:6][c:7]2[c:8]1[cH:9][cH:10][cH:11][cH:12]2.[cH:26]1[cH:27][cH:28][cH:29][cH:30][cH:31]1>>[CH:2]1([Br:25])[c:3]2[c:4]([cH:13][cH:14][c:15]([CH2:17][C:18](=[O:19])[O:20][CH3:21])[cH:16]2)[O:5][CH2:6][c:7]2[c:8]1[cH:9][cH:10][cH:11][cH:12]2. Reactants: FC1=NC(=C(C(=C1F)N1CCN(CC1)CC1=CC=CC=C1)F)F (1-(2,3,5,6-tetrafluoropyridin-4-yl)-4-benzylpiperazine), ClCCCl (1,2-dichloroethane). Reaction conditions: time 2 hour. The product is Cl.FC1=NC(=C(C(=C1F)N1CCNCC1)F)F (1-(2,3,5,6-Tetrafluoropyridin-4-yl)piperazine hydrochloride). RXN SMILES: [F:1][C:2]1[C:7]([F:8])=[C:6]([N:9]2[CH2:14][CH2:13][N:12](CC3C=CC=CC=3)[CH2:11][CH2:10]2)[C:5]([F:22])=[C:4]([F:23])[N:3]=1.[Cl:24]CCCl>>[ClH:24].[F:23][C:4]1[C:5]([F:22])=[C:6]([N:9]2[CH2:14][CH2:13][NH:12][CH2:11][CH2:10]2)[C:7]([F:8])=[C:2]([F:1])[N:3]=1 |f:2.3|. Procedure: To an ice bath cooled, stirred solution of 1-(2,3,5,6-tetrafluoropyridin-4-yl)-4-benzylpiperazine (Method 20; 4.59 g, 14.1 mmol) in 1,2-dichloroethane (40 ml) was added chloroethyl chloroforinate (1.6 ml, 14.7 mmol) over five minutes. The solution was heated to reflux and stirred for two hours and allowed to cool to ambient temperature. Volatile material was removed by evaporation. The residue was dissolved in methanol, heated to refiux and stirred for 2.5 hours, allowed to cool to ambient tempe...